From a dataset of the Open Reaction Database (ORD), a public repository of structured organic reaction records. describe an organic reaction: reactants, conditions, products, and yield Reactants: ClC1=C(C(N(C=C1)C1=C(C=CC=C1)C)=O)C#N (4-chloro-1-(2-methylphenyl)-2-oxo-1,2-dihydropyridine-3-carbonitrile), O.NN (hydrazine monohydrate). Solvent: C(C)O (ethanol). Run at temperature 90 celsius. The product is NC1=NNC2=C1C(N(C=C2)C2=C(C=CC=C2)C)=O (3-amino-5-(2-methylphenyl)-1,5-dihydro-4H-pyrazolo[4,3-c]pyridin-4-one). As a reaction SMILES: Cl[C:2]1[CH:7]=[CH:6][N:5]([C:8]2[CH:13]=[CH:12][CH:11]=[CH:10][C:9]=2[CH3:14])[C:4](=O)[C:3]=1[C:16]#[N:17].[OH2:18].[NH2:19][NH2:20]>C(O)C>[NH2:17][C:16]1[C:3]2[C:4](=[O:18])[N:5]([C:8]3[CH:13]=[CH:12][CH:11]=[CH:10][C:9]=3[CH3:14])[CH:6]=[CH:7][C:2]=2[NH:20][N:19]=1 |f:1.2|. Reported procedure: To a solution of 4-chloro-1-(2-methylphenyl)-2-oxo-1,2-dihydropyridine-3-carbonitrile obtained in Step D (3.15 g) in ethanol (10 mL) was added hydrazine monohydrate (1.58 mL) at room temperature. The reaction mixture was heated overnight at 90° C., and cooled to room temperature. The reaction mixture was concentrated under reduced pressure, to the residue was added water, and the mixture was extracted with ethyl acetate. The extract was washed with saturated aqueous sodium hydrogen carbonate sol... The reactants are [Si](C)(C)(C(C)(C)C)OCCN[C@@H]1CN(CC1)C1=NC=2C=CC(=C(C2C=C1)C(=O)NCC1(CCCCCC1)O)Cl (2-{(3S)-3-[(2-{[tert-Butyl(dimethyl)silyl]oxy}ethyl)amino]pyrrolidin-1-yl}-6-chloro-N-[(1-hydroxycycloheptyl)methyl]quinoline-5-carboxamide), Cl (hydrogen chloride). Run in O1CCCC1 (tetrahydrofuran). Run at time 2.5 hour. The product is ClC1=C(C=2C=CC(=NC2C=C1)N1C[C@H](CC1)NCCO)C(=O)NCC1(CCCCCC1)O (6-Chloro-N-[(1-hydroxycycloheptyl)methyl]-2-{(3S)-3-[(2-hydroxyethyl)amino]-pyrrolidin-1-yl}quinoline-5-carboxamide). Yield: 88.8%. RXN SMILES: [Si]([O:8][CH2:9][CH2:10][NH:11][C@H:12]1[CH2:16][CH2:15][N:14]([C:17]2[CH:26]=[CH:25][C:24]3[C:23]([C:27]([NH:29][CH2:30][C:31]4([OH:38])[CH2:37][CH2:36][CH2:35][CH2:34][CH2:33][CH2:32]4)=[O:28])=[C:22]([Cl:39])[CH:21]=[CH:20][C:19]=3[N:18]=2)[CH2:13]1)(C(C)(C)C)(C)C.Cl>O1CCCC1>[Cl:39][C:22]1[CH:21]=[CH:20][C:19]2[N:18]=[C:17]([N:14]3[CH2:15][CH2:16][C@H:12]([NH:11][CH2:10][CH2:9][OH:8])[CH2:13]3)[CH:26]=[CH:25][C:24]=2[C:23]=1[C:27]([NH:29][CH2:30][C:31]1([OH:38])[CH2:37][CH2:36][CH2:35][CH2:34][CH2:33][CH2:32]1)=[O:28]. Reported procedure: To a solution of 2-{(3S)-3-[(2-{[tert-Butyl(dimethyl)silyl]oxy}ethyl)amino]pyrrolidin-1-yl}-6-chloro-N-[(1-hydroxycycloheptyl)methyl]quinoline-5-carboxamide (26.0 g) in tetrahydrofuran (125 ml) was added hydrogen chloride (50 ml, 4M in dioxane) dropwise over ten minutes with ice bath cooling to maintain the internal temperature below 30° C. The mixture was stirred at room temperature for 2.5 hours before being concentrated in vacuo. The crude product was redissolved in MeOH (30 ml) and purified ... Reactants: O=C(O)C=Cc1ccc(C(F)(F)F)nc1CCc1ccccc1, COc1nc(OC)nc([N+]2(C)CCOCC2)n1, [Cl-], Cl, Cc1cc(CN)ccc1NS(C)(=O)=O, O. Yields the product Cc1cc(CNC(=O)C=Cc2ccc(C(F)(F)F)nc2CCc2ccccc2)ccc1NS(C)(=O)=O. Reaction SMILES: [CH2:35]([CH2:36][c:37]1[cH:38][cH:39][cH:40][cH:41][cH:42]1)[c:43]1[n:44][c:45]([C:54]([F:55])([F:56])[F:57])[cH:46][cH:47][c:48]1[CH:49]=[CH:50][C:51](=[O:52])[OH:53].[CH3:18][O:19][c:20]1[n:21][c:22]([O:23][CH3:24])[n:25][c:26]([N+:27]2([CH3:28])[CH2:29][CH2:30][O:31][CH2:32][CH2:33]2)[n:34]1.[Cl-:17].[ClH:15].[NH2:1][CH2:2][c:3]1[cH:4][c:5]([CH3:14])[c:6]([NH:9][S:10](=[O:11])(=[O:12])[CH3:13])[cH:7][cH:8]1.[OH2:16]>>[NH:1]([CH2:2][c:3]1[cH:4][c:5]([CH3:14])[c:6]([NH:9][S:10](=[O:11])(=[O:12])[CH3:13])[cH:7][cH:8]1)[C:51]([CH:50]=[CH:49][c:48]1[c:43]([CH2:35][CH2:36][c:37]2[cH:38][cH:39][cH:40][cH:41][cH:42]2)[n:44][c:45]([C:54]([F:55])([F:56])[F:57])[cH:46][cH:47]1)=[O:52]. Starting materials: ClC=1C=C(C=CC1)C1(CCC(N(C1)C)=O)[N+](=O)[O-] (5-(3-chloro-phenyl)-1-methyl-5-nitro-piperidin-2-one). Reagents/catalysts: [Zn] (zinc). The solvent is O1CCOCC1 (dioxane). Reaction conditions: time 30 minute. Product: NC1(CCC(N(C1)C)=O)C1=CC(=CC=C1)Cl (rac-5-Amino-5-(3-chloro-phenyl)-1-methyl-piperidin-2-one). Yield: 86.1%. RXN SMILES: [Cl:1][C:2]1[CH:3]=[C:4]([C:8]2([N+:16]([O-])=O)[CH2:13][N:12]([CH3:14])[C:11](=[O:15])[CH2:10][CH2:9]2)[CH:5]=[CH:6][CH:7]=1>O1CCOCC1.[Zn]>[NH2:16][C:8]1([C:4]2[CH:5]=[CH:6][CH:7]=[C:2]([Cl:1])[CH:3]=2)[CH2:13][N:12]([CH3:14])[C:11](=[O:15])[CH2:10][CH2:9]1. Procedure details: To a solution of 115 mg (0.428 mmol) 5-(3-chloro-phenyl)-1-methyl-5-nitro-piperidin-2-one in 0.5 ml dioxane was added 2 ml 3NHCl and 280 mg (4.28 mmol) zinc dust. The mixture was stirred at room temperature for 30 minutes. The mixture was filtered and the filtrate was basified with a 5N NaOH solution. Ethyl acetate was added. The mixture was filtered through a pad of dicalite. The organic layer was separated and the aqueous layer was extracted twice with ethyl acetate. The combined extracts were... Reactants: FC(OC1=CC=C(C=O)C=C1)(F)F (4-trifluoromethoxy benzaldehyde), [N+](=O)([O-])C (nitromethane), C(C)(=O)[O-].[NH4+] (ammonium acetate). Solvent: O (water), C(C)(=O)O (acetic acid). Conditions: temperature 150 celsius. Yields the product FC(OC1=CC=C(C=C1)C=C[N+](=O)[O-])(F)F (4-trifluoromethoxy-(2-nitro-vinyl)-benzene). The yield is 100.3%. As a reaction SMILES: [F:1][C:2]([F:13])([F:12])[O:3][C:4]1[CH:11]=[CH:10][C:7]([CH:8]=O)=[CH:6][CH:5]=1.[N+:14]([CH3:17])([O-:16])=[O:15].C([O-])(=O)C.[NH4+]>C(O)(=O)C.O>[F:1][C:2]([F:13])([F:12])[O:3][C:4]1[CH:11]=[CH:10][C:7]([CH:8]=[CH:17][N+:14]([O-:16])=[O:15])=[CH:6][CH:5]=1 |f:2.3|. Reported procedure: A solution of (4-trifluoromethoxy benzaldehyde (1 g, 5.26 mmol) and nitromethane (0.96 g, 15.8 mmol) in acetic acid (10.6 mL) is treated with ammonium acetate (1.01 g, 13.2 mmol) is heated under microwave to 150° C. for 15 minutes. The reaction mixture is diluted with water, and extracted three times with DCM (50 mL). The combined extracts are washed sequentially with 2 N sodium hydroxide, water, and brine, dried over sodium sulfate and concentrated. The residue is subjected to silica gel chroma... The solvent is CO (methanol). Reaction SMILES: C([O:3][C:4](=[O:34])[CH2:5][N:6]1[CH2:11][C:10]2[CH:12]=[C:13](/[CH:16]=[CH:17]/[C:18](=[O:32])[N:19]([CH3:31])[CH2:20][C:21]3[N:22]([CH3:30])[C:23]4[C:28]([CH:29]=3)=[CH:27][CH:26]=[CH:25][CH:24]=4)[CH:14]=[N:15][C:9]=2[NH:8][C:7]1=[O:33])C.[OH-].[Na+]>CO>[CH3:31][N:19]([CH2:20][C:21]1[N:22]([CH3:30])[C:23]2[C:28]([CH:29]=1)=[CH:27][CH:26]=[CH:25][CH:24]=2)[C:18](/[CH:17]=[CH:16]/[C:13]1[CH:14]=[N:15][C:9]2[NH:8][C:7](=[O:33])[N:6]([CH2:5][C:4]([OH:34])=[O:3])[CH2:11][C:10]=2[CH:12]=1)=[O:32] |f:1.2|. Yields the product CN(C(=O)/C=C/C1=CC2=C(NC(N(C2)CC(=O)O)=O)N=C1)CC=1N(C2=CC=CC=C2C1)C ((E)-(6-{2-[Methyl-(1-methyl-1H-indol-2-ylmethyl)carbamoyl]vinyl}-2-oxo-1,4-dihydro-2H-pyrido[2,3-d]pyrimidin-3-yl)acetic acid). Yield: 47.7%. Starting materials: C(C)OC(CN1C(NC2=C(C1)C=C(C=N2)\C=C\C(N(CC=2N(C1=CC=CC=C1C2)C)C)=O)=O)=O ((E)-(6-{2-[methyl-(1-methyl-1H-indol-2-ylmethyl)carbamoyl]vinyl}-2-oxo-1,4-dihydro-2H-pyrido[2,3-d]pyrimidin-3-yl)acetic acid ethyl ester), [OH-].[Na+] (NaOH). Procedure: A suspension of (E)-(6-{2-[methyl-(1-methyl-1H-indol-2-ylmethyl)carbamoyl]vinyl}-2-oxo-1,4-dihydro-2H-pyrido[2,3-d]pyrimidin-3-yl)acetic acid ethyl ester (0.40 g, 0.87 mmol) in methanol (30 mL) was treated with 1N NaOH (10 mL, 10 mmol). The mixture was heated at reflux for 2 h. After cooling, the methanol was evaporated. The residue was diluted with H2O (15 mL) and neutralized to pH 6 with 2N HCl. The solid was collected by filtration, and triturated subsequently with a mixture CH3CN/H2O (9:1, v... Starting materials: Cc1cc(COc2ccc(S(=O)(=O)Cl)cc2)c2ccccc2n1, Cl, CCC1(C(=O)OC)CCCC1N. The product is CCC1(C(=O)OC)CCCC1NS(=O)(=O)c1ccc(OCc2cc(C)nc3ccccc23)cc1. Reaction SMILES: [CH3:14][c:15]1[n:16][c:17]2[cH:18][cH:19][cH:20][cH:21][c:22]2[c:23]([CH2:25][O:26][c:27]2[cH:28][cH:29][c:30]([S:33](=[O:34])(=[O:35])[Cl:36])[cH:31][cH:32]2)[cH:24]1.[ClH:13].[NH2:1][CH:2]1[C:3]([C:7](=[O:8])[O:9][CH3:10])([CH2:11][CH3:12])[CH2:4][CH2:5][CH2:6]1>>[NH:1]([CH:2]1[C:3]([C:7](=[O:8])[O:9][CH3:10])([CH2:11][CH3:12])[CH2:4][CH2:5][CH2:6]1)[S:33]([c:30]1[cH:29][cH:28][c:27]([O:26][CH2:25][c:23]2[c:22]3[c:17]([n:16][c:15]([CH3:14])[cH:24]2)[cH:18][cH:19][cH:20][cH:21]3)[cH:32][cH:31]1)(=[O:34])=[O:35].